This data is from the Open Reaction Database (ORD), a public repository of structured organic reaction records. The task is: describe an organic reaction: reactants, conditions, products, and yield As a reaction SMILES: [F:1][C:2]1[CH:7]=[CH:6][C:5]([C:8]2([CH3:11])[O:10][CH2:9]2)=[CH:4][CH:3]=1.C(O)[CH2:13][CH2:14][CH3:15].B(F)(F)F.C[CH2:22][O:23]CC>>[F:1][C:2]1[CH:3]=[CH:4][C:5]([C:8]([O:10][CH2:9][CH2:13][CH2:14][CH3:15])([CH3:11])[CH2:22][OH:23])=[CH:6][CH:7]=1 |f:2.3|. The product is FC1=CC=C(C=C1)C(CO)(C)OCCCC (2-(4-fluorophenyl)-2-(n-butoxy)-propan-1-ol). Procedure details: A solution of 4.56 g (30 mmoles) of 2-(4-fluorophenyl)-1,2-epoxypropane in 5.55 g (75 mmoles) of n-butanol is added dropwise slowly at an internal temperature of 5°-7° C., with cooling, to a solution of 2.13 g (0.016 mole) of boron trifluoride ethyl etherate in 5.55 g (75 mmoles) of n-butanol, and the temperature is kept at +7° C. for a further 4 hours. The reaction mixture is then worked up by extraction (methylene chloride) and washing with water. The organic phase is dried over sodium sulfate... The reactants are FC1=CC=C(C=C1)C1(CO1)C (2-(4-fluorophenyl)-1,2-epoxypropane), C(CCC)O (n-butanol), B(F)(F)F.CCOCC (boron trifluoride ethyl etherate), C(CCC)O (n-butanol). Reaction conditions: time 4 hour.